Dataset: the Open Reaction Database (ORD), a public repository of structured organic reaction records. Task: describe an organic reaction: reactants, conditions, products, and yield The reactants are CN(CC(=O)O)NC(=O)NCc1ccc(Cl)cc1, CCOC(OCC)C(C)N(Cc1cccc2ccccc12)C(=O)C(N)CC(=O)OC(C)(C)C. Product: CCOC(OCC)C(C)N(Cc1cccc2ccccc12)C(=O)C(CC(=O)OC(C)(C)C)NC(=O)CN(C)NC(=O)NCc1ccc(Cl)cc1. RXN SMILES: [Cl:1][c:2]1[cH:3][cH:4][c:5]([CH2:6][NH:7][C:8](=[O:9])[NH:10][N:11]([CH3:12])[CH2:13][C:14](=[O:15])[OH:16])[cH:17][cH:18]1.[NH2:19][CH:20]([CH2:21][C:22](=[O:23])[O:24][C:25]([CH3:26])([CH3:27])[CH3:28])[C:29](=[O:30])[N:31]([CH2:32][c:33]1[cH:34][cH:35][cH:36][c:37]2[cH:38][cH:39][cH:40][cH:41][c:42]12)[CH:43]([CH:44]([O:45][CH2:46][CH3:47])[O:48][CH2:49][CH3:50])[CH3:51]>>[Cl:1][c:2]1[cH:3][cH:4][c:5]([CH2:6][NH:7][C:8](=[O:9])[NH:10][N:11]([CH3:12])[CH2:13][C:14](=[O:16])[NH:19][CH:20]([CH2:21][C:22](=[O:23])[O:24][C:25]([CH3:26])([CH3:27])[CH3:28])[C:29](=[O:30])[N:31]([CH2:32][c:33]2[cH:34][cH:35][cH:36][c:37]3[cH:38][cH:39][cH:40][cH:41][c:42]23)[CH:43]([CH:44]([O:45][CH2:46][CH3:47])[O:48][CH2:49][CH3:50])[CH3:51])[cH:17][cH:18]1. Reactants: OCCN1C(NC2=C1C=CC=C2)=O (1-(2-hydroxyethyl)benzimidazolone), FC1=CC=C(C=C1)I (4-fluoroiodobenzene), C([O-])([O-])=O.[K+].[K+] (potassium carbonate), [I-] (iodide). The reagents and catalysts are [O-2].[Zn+2] (zinc oxide). Solvent: N-methyl-2(3H)-pyrrolidinone, O (water). Run at time 4.5 hour. Product: FC1=CC=C(C=C1)N1C(N(C2=C1C=CC=C2)CCO)=O (1-(4-fluorophenyl)-3-(2-hydroxyethyl)-2(3H)-benzimidazolone). Yield: 14.5%. RXN SMILES: [OH:1][CH2:2][CH2:3][N:4]1[C:8]2[CH:9]=[CH:10][CH:11]=[CH:12][C:7]=2[NH:6][C:5]1=[O:13].[F:14][C:15]1[CH:20]=[CH:19][C:18](I)=[CH:17][CH:16]=1.C(=O)([O-])[O-].[K+].[K+].[I-]>[O-2].[Zn+2].O>[F:14][C:15]1[CH:20]=[CH:19][C:18]([N:6]2[C:7]3[CH:12]=[CH:11][CH:10]=[CH:9][C:8]=3[N:4]([CH2:3][CH2:2][OH:1])[C:5]2=[O:13])=[CH:17][CH:16]=1 |f:2.3.4,6.7|. Reported procedure: A mixture of 1-(2-hydroxyethyl)benzimidazolone (J. Davoll, J. Chem. Soc., 1960, 308) (9 g), 4-fluoroiodobenzene (23 g), potassium carbonate (8.0 g), cupper(I) iodide (1 g), and zinc oxide (0.5 g) in N-methyl-2(3H)-pyrrolidinone (100 ml) was kept at 155° C. for 4.5 h. After cooling water (500 ml) was added followed by extraction with ethyl acetate (3×200 ml). The organic phase was washed with water and saturated calcium chloride solution and dried over magnesium sulfate. Removal of solvent in vac... Starting materials: BrCC(CC)=O (1-bromo-2-butanone), NC1=NC=C(C=C1)Br (2-amino-5-bromopyridine). The solvent is C(C)O (ethanol). Product: BrC=1C=CC=2N(C1)C=C(N2)CC (6-bromo-2-ethyl-imidazo[1,2-a]pyridine). The yield is 64.9%. Reaction SMILES: Br[CH2:2][C:3](=O)[CH2:4][CH3:5].[NH2:7][C:8]1[CH:13]=[CH:12][C:11]([Br:14])=[CH:10][N:9]=1>C(O)C>[Br:14][C:11]1[CH:12]=[CH:13][C:8]2[N:9]([CH:2]=[C:3]([CH2:4][CH3:5])[N:7]=2)[CH:10]=1. Procedure: 5.0 g of 1-bromo-2-butanone was dissolved in 80 ml of ethanol, 5.71 g of 2-amino-5-bromopyridine was added, and the mixture was stirred all night by heating under reflux. After cooling down to room temperature, the solvents were distilled outunder reduced pressure, and ethyl acetated followed by saturated sodium bicarbonate aqueous solution were added. After drying organic layer with anhydrous sodium sulfate, the solvents were distilled outunder reduced pressure. The obtained residues were purif... Reactants: ClCCl, CCCCc1nc2c(N)nc3ccccc3c2n1CCCCN, O=S(=O)(Cl)Cc1ccccc1, c1ccncc1. Product: CCCCc1nc2c(N)nc3ccccc3c2n1CCCCNS(=O)(=O)Cc1ccccc1. As a reaction SMILES: [Cl:35][CH2:36][Cl:37].[NH2:12][CH2:13][CH2:14][CH2:15][CH2:16][n:17]1[c:18]([CH2:31][CH2:32][CH2:33][CH3:34])[n:19][c:20]2[c:21]([NH2:30])[n:22][c:23]3[cH:24][cH:25][cH:26][cH:27][c:28]3[c:29]12.[c:1]1([CH2:7][S:8](=[O:9])(=[O:10])[Cl:11])[cH:2][cH:3][cH:4][cH:5][cH:6]1.[cH:38]1[cH:39][cH:40][n:41][cH:42][cH:43]1>>[c:1]1([CH2:7][S:8](=[O:9])(=[O:10])[NH:12][CH2:13][CH2:14][CH2:15][CH2:16][n:17]2[c:18]([CH2:31][CH2:32][CH2:33][CH3:34])[n:19][c:20]3[c:21]([NH2:30])[n:22][c:23]4[cH:24][cH:25][cH:26][cH:27][c:28]4[c:29]23)[cH:2][cH:3][cH:4][cH:5][cH:6]1. Starting materials: CCO, CC1(C)Cc2cc(C3CCC(=O)CC3)ccc2O1. The product is CC1(C)Cc2cc(C3=CCC(=O)CC3)ccc2O1. As a reaction SMILES: [CH3:19][CH2:20][OH:21].[CH3:1][C:2]1([CH3:18])[O:3][c:4]2[c:5]([cH:7][c:8]([CH:11]3[CH2:12][CH2:13][C:14](=[O:17])[CH2:15][CH2:16]3)[cH:9][cH:10]2)[CH2:6]1>>[CH3:1][C:2]1([CH3:18])[O:3][c:4]2[c:5]([cH:7][c:8]([C:11]3=[CH:12][CH2:13][C:14](=[O:17])[CH2:15][CH2:16]3)[cH:9][cH:10]2)[CH2:6]1. Starting materials: N1C(NCC1)=O (imidazolidin-2-one), C(C)S(=O)(=O)Cl (ethylsulphonyl chloride), Cl (HCl), C1=CC=CC=C1 (benzene). Solvent: CC(=O)C (acetone), C(C)(=O)OCC (ethyl acetate), CC(=O)C (acetone). The product is C(C)S(=O)(=O)N1C(NCC1)=O (1-Ethylsulphonyl-imidazolidin-2-one). As a reaction SMILES: [NH:1]1[CH2:5][CH2:4][NH:3][C:2]1=[O:6].[CH2:7]([S:9](Cl)(=[O:11])=[O:10])[CH3:8].Cl.C1C=CC=CC=1>CC(C)=O.C(OCC)(=O)C>[CH2:7]([S:9]([N:1]1[CH2:5][CH2:4][NH:3][C:2]1=[O:6])(=[O:11])=[O:10])[CH3:8]. Reported procedure: This substance was obtained by heating molar amounts of imidazolidin-2-one and ethylsulphonyl chloride at 150° to 180° (until the evolution of HCl had ceased). The pure substance was isolated by extraction with hot benzene, acetone and ethyl acetate from the crude product, and recrystallization from acetone (with addition of active charcoal).